Dataset: the Open Reaction Database (ORD), a public repository of structured organic reaction records. Task: describe an organic reaction: reactants, conditions, products, and yield Yields the product CCOc1cc(Br)c(F)cc1F. Reaction SMILES: [Br:1][c:2]1[c:3]([F:10])[cH:4][c:5]([F:9])[c:6]([OH:8])[cH:7]1.[CH3:20][CH2:21][O:22][C:23]([CH3:24])=[O:25].[CH3:26][CH2:27][CH2:28][CH2:29][CH2:30][CH3:31].[CH3:32][C:33](=[O:34])[CH3:35].[CH3:36][CH2:37][O:38][CH2:39][CH3:40].[I:17][CH2:18][CH3:19].[K+:11].[K+:12].[O-:13][C:14]([O-:15])=[O:16]>>[Br:1][c:2]1[c:3]([F:10])[cH:4][c:5]([F:9])[c:6]([O:8][CH2:18][CH3:19])[cH:7]1. Reactants: Oc1cc(Br)c(F)cc1F, CCOC(C)=O, CCCCCC, CC(C)=O, CCOCC, CCI, [K+], [K+], O=C([O-])[O-]. Reactants: ClC=1N=C(C2=C(N1)SC(=N2)CN2CC(C2)C2CCOCC2)N2CCOCC2 (5-chloro-7-morpholin-4-yl-2-[3-(tetrahydropyran-4-yl)azetidin-1-ylmethyl]thiazolo[5,4-d]pyrimidine), C(C)(C)C1=NC2=C(N1)C=CC=C2 (2-isopropyl-1H-benzoimidazole), CC(C)C1=CC(=C(C(=C1)C(C)C)C2=C(C=CC=C2)P(C3CCCCC3)C4CCCCC4)C(C)C (Xphos), C(=O)([O-])[O-].[Cs+].[Cs+] (Cs2CO3). Reagents/catalysts: C=1C=CC(=CC1)/C=C/C(=O)/C=C/C2=CC=CC=C2.C=1C=CC(=CC1)/C=C/C(=O)/C=C/C2=CC=CC=C2.C=1C=CC(=CC1)/C=C/C(=O)/C=C/C2=CC=CC=C2.[Pd].[Pd] (Pd2(dba)3). Run in O1CCOCC1 (dioxane). Yields the product C(C)(C)C1=NC2=C(N1C=1N=C(C3=C(N1)SC(=N3)CN3CC(C3)C3CCOCC3)N3CCOCC3)C=CC=C2 (4-(5-(2-isopropyl-1H-benzo[d]imidazol-1-yl)-2-((3-(tetrahydro-2H-pyran-4-yl)azetidin-1-yl)methyl)thiazolo[5,4-d]pyrimidin-7-yl)morpholine). Yield: 33.0%. RXN SMILES: Cl[C:2]1[N:3]=[C:4]([N:22]2[CH2:27][CH2:26][O:25][CH2:24][CH2:23]2)[C:5]2[N:10]=[C:9]([CH2:11][N:12]3[CH2:15][CH:14]([CH:16]4[CH2:21][CH2:20][O:19][CH2:18][CH2:17]4)[CH2:13]3)[S:8][C:6]=2[N:7]=1.[CH:28]([C:31]1[NH:35][C:34]2[CH:36]=[CH:37][CH:38]=[CH:39][C:33]=2[N:32]=1)([CH3:30])[CH3:29].CC(C1C=C(C(C)C)C(C2C=CC=CC=2P(C2CCCCC2)C2CCCCC2)=C(C(C)C)C=1)C.C([O-])([O-])=O.[Cs+].[Cs+]>O1CCOCC1.C1C=CC(/C=C/C(/C=C/C2C=CC=CC=2)=O)=CC=1.C1C=CC(/C=C/C(/C=C/C2C=CC=CC=2)=O)=CC=1.C1C=CC(/C=C/C(/C=C/C2C=CC=CC=2)=O)=CC=1.[Pd].[Pd]>[CH:28]([C:31]1[N:32]([C:2]2[N:3]=[C:4]([N:22]3[CH2:23][CH2:24][O:25][CH2:26][CH2:27]3)[C:5]3[N:10]=[C:9]([CH2:11][N:12]4[CH2:13][CH:14]([CH:16]5[CH2:21][CH2:20][O:19][CH2:18][CH2:17]5)[CH2:15]4)[S:8][C:6]=3[N:7]=2)[C:33]2[CH:39]=[CH:38][CH:37]=[CH:36][C:34]=2[N:35]=1)([CH3:30])[CH3:29] |f:3.4.5,7.8.9.10.11|. Procedure: A mixture of 5-chloro-7-morpholin-4-yl-2-[3-(tetrahydropyran-4-yl)azetidin-1-ylmethyl]thiazolo[5,4-d]pyrimidine (0.1 g, 0.25 mmol), 2-isopropyl-1H-benzoimidazole 0.078 g, 0.49 mmol), Xphos (0.024g, 0.049 mmol), Pd2(dba)3 (0.012 g, 0.012 mmol) and Cs2CO3 (0.159 g, 0.49 mmol) in dioxane (1.5 mL) was subjected to microwave irradiation at 145° C. for 45 min. The reaction mixture was filtered through Celite and the filtrate was concentrated in vacuo. The residue was purified by flash chromatography (... The reactants are COC(C1=C(C=C(C=C1)C1=NCC(C1)(C(F)(F)F)C1=CC(=CC(=C1)Cl)Cl)Cl)=O (4-[4-(3,5-dichloro-phenyl)-4-trifluoromethyl-4,5-dihydro-3H-pyrrol-2-yl]-2-chloro-benzoic acid methyl ester), CC(C)C[AlH]CC(C)C (DIBAL), Na K-tartrate, CO (methanol). Solvent: C(Cl)Cl (CH2Cl2). The product is ClC=1C=C(C=C(C1)Cl)C1(CC(=NC1)C1=CC(=C(C=O)C=C1)Cl)C(F)(F)F (4-[4-(3,5-dichloro-phenyl)-4-trifluoromethyl-4,5-dihydro-3H-pyrrol-2-yl]-2-chloro-benzaldehyde). The yield is 25.2%. RXN SMILES: C[O:2][C:3](=O)[C:4]1[CH:9]=[CH:8][C:7]([C:10]2[CH2:14][C:13]([C:19]3[CH:24]=[C:23]([Cl:25])[CH:22]=[C:21]([Cl:26])[CH:20]=3)([C:15]([F:18])([F:17])[F:16])[CH2:12][N:11]=2)=[CH:6][C:5]=1[Cl:27].CC(C[AlH]CC(C)C)C.CO>C(Cl)Cl>[Cl:26][C:21]1[CH:20]=[C:19]([C:13]2([C:15]([F:17])([F:18])[F:16])[CH2:12][N:11]=[C:10]([C:7]3[CH:8]=[CH:9][C:4]([CH:3]=[O:2])=[C:5]([Cl:27])[CH:6]=3)[CH2:14]2)[CH:24]=[C:23]([Cl:25])[CH:22]=1. Procedure details: To a solution of 4-[4-(3,5-dichloro-phenyl)-4-trifluoromethyl-4,5-dihydro-3H-pyrrol-2-yl]-2-chloro-benzoic acid methyl ester (807 mg, 1.79 mmol) in CH2Cl2 (100 mL) was added a solution of DIBAL (1.97 mL, 1 M in CH2Cl2, 1.97 mmol) with a syringe pump at −75° C. The mixture was stirred for 25 min at this temperature, before methanol (1 mL) was added and warmed to room temperature. Saturared aqueous Na/K-tartrate solution was added and the mixture was extracted three times with CH2Cl2. The organic ...